Task: describe an organic reaction: reactants, conditions, products, and yield. Dataset: the Open Reaction Database (ORD), a public repository of structured organic reaction records Reactants: BrC1=NN(C2=CC=C(C=C12)C=O)CC1=C(C=C(C=C1)Cl)C(F)(F)F (3-bromo-1-(4-chloro-2-trifluoromethylbenzyl)-1H-indazole-5-carbaldehyde), O=C1SCC(N1CC(=O)O)=O ((2,4-dioxothiazolidin-3-yl)acetic acid). Yields the product BrC1=NN(C2=CC=C(C=C12)\C=C/1\C(N(C(S1)=O)CC(=O)O)=O)CC1=C(C=C(C=C1)Cl)C(F)(F)F ([(5Z)-5-({3-Bromo-1-[4-chloro-2-(trifluoromethyl)benzyl]-1H-indazol-5-yl}methylidene)-2,4-dioxo-1,3-thiazolidin-3-yl]acetic acid). RXN SMILES: [Br:1][C:2]1[C:10]2[C:5](=[CH:6][CH:7]=[C:8]([CH:11]=O)[CH:9]=2)[N:4]([CH2:13][C:14]2[CH:19]=[CH:18][C:17]([Cl:20])=[CH:16][C:15]=2[C:21]([F:24])([F:23])[F:22])[N:3]=1.[O:25]=[C:26]1[N:30]([CH2:31][C:32]([OH:34])=[O:33])[C:29](=[O:35])[CH2:28][S:27]1>>[Br:1][C:2]1[C:10]2[C:5](=[CH:6][CH:7]=[C:8](/[CH:11]=[C:28]3/[C:29](=[O:35])[N:30]([CH2:31][C:32]([OH:34])=[O:33])[C:26](=[O:25])[S:27]/3)[CH:9]=2)[N:4]([CH2:13][C:14]2[CH:19]=[CH:18][C:17]([Cl:20])=[CH:16][C:15]=2[C:21]([F:22])([F:23])[F:24])[N:3]=1. Procedure: [(5Z)-5-({3-Bromo-1-[4-chloro-2-(trifluoromethyl)benzyl]-1H-indazol-5-yl}methylidene)-2,4-dioxo-1,3-thiazolidin-3-yl]acetic acid was prepared from 3-bromo-1-(4-chloro-2-trifluoromethylbenzyl)-1H-indazole-5-carbaldehyde and (2,4-dioxothiazolidin-3-yl)acetic acid following General Procedure F.